From a dataset of the Open Reaction Database (ORD), a public repository of structured organic reaction records. describe an organic reaction: reactants, conditions, products, and yield The reactants are aqueous solution, C(C)(=O)O (acetic acid), C(CCCCCCCCCCCCCCCCCCCCC)(=O)O (docosanoic acid). Solvent: CCOCC (ether). Product: C(CCCCCCCCCCCCCCCCCCCCC)O (1-docosanol). Yield: 26.1%. RXN SMILES: [C:1](O)(=[O:23])[CH2:2][CH2:3][CH2:4][CH2:5][CH2:6][CH2:7][CH2:8][CH2:9][CH2:10][CH2:11][CH2:12][CH2:13][CH2:14][CH2:15][CH2:16][CH2:17][CH2:18][CH2:19][CH2:20][CH2:21][CH3:22].C(O)(=O)C>CCOCC>[CH2:1]([OH:23])[CH2:2][CH2:3][CH2:4][CH2:5][CH2:6][CH2:7][CH2:8][CH2:9][CH2:10][CH2:11][CH2:12][CH2:13][CH2:14][CH2:15][CH2:16][CH2:17][CH2:18][CH2:19][CH2:20][CH2:21][CH3:22]. Procedure details: 4 g of docosanoic acid are dissolved in 150 ml of anhydrous ether. LeAlH4 is progressively introduced. On completion of the reaction, 150 ml of an aqueous solution of 1 N acetic acid are introduced. The ethereal phase is then separated off, decanted and dried. Rectification in vacuo gives approximately 1 g of 1-docosanol. Product: C=Cc1cncc(OC(CC)C(=O)NC(C)(C)C#CC)c1. As a reaction SMILES: [Br:1][c:2]1[cH:3][c:4]([O:8][CH:9]([C:10](=[O:11])[NH:12][C:13]([C:14]#[C:15][CH3:16])([CH3:17])[CH3:18])[CH2:19][CH3:20])[cH:5][n:6][cH:7]1.[CH3:21][CH2:22][O:23][CH2:24][CH3:25].[CH3:26][c:27]1[cH:28][cH:29][cH:30][cH:31][cH:32]1.[Pd:33].[c:34]1([P:35]([c:36]2[cH:37][cH:38][cH:39][cH:40][cH:41]2)[c:42]2[cH:43][cH:44][cH:45][cH:46][cH:47]2)[cH:48][cH:49][cH:50][cH:51][cH:52]1.[c:53]1([P:54]([c:55]2[cH:56][cH:57][cH:58][cH:59][cH:60]2)[c:61]2[cH:62][cH:63][cH:64][cH:65][cH:66]2)[cH:67][cH:68][cH:69][cH:70][cH:71]1.[c:72]1([P:73]([c:74]2[cH:75][cH:76][cH:77][cH:78][cH:79]2)[c:80]2[cH:81][cH:82][cH:83][cH:84][cH:85]2)[cH:86][cH:87][cH:88][cH:89][cH:90]1.[c:91]1([P:92]([c:93]2[cH:94][cH:95][cH:96][cH:97][cH:98]2)[c:99]2[cH:100][cH:101][cH:102][cH:103][cH:104]2)[cH:105][cH:106][cH:107][cH:108][cH:109]1>>[c:2]1([CH:21]=[CH2:22])[cH:3][c:4]([O:8][CH:9]([C:10](=[O:11])[NH:12][C:13]([C:14]#[C:15][CH3:16])([CH3:17])[CH3:18])[CH2:19][CH3:20])[cH:5][n:6][cH:7]1. Reactants: CC#CC(C)(C)NC(=O)C(CC)Oc1cncc(Br)c1, CCOCC, Cc1ccccc1, [Pd], c1ccc(P(c2ccccc2)c2ccccc2)cc1, c1ccc(P(c2ccccc2)c2ccccc2)cc1, c1ccc(P(c2ccccc2)c2ccccc2)cc1, c1ccc(P(c2ccccc2)c2ccccc2)cc1. Starting materials: OCC1CCN2C(=NC3=C2C=CC=C3)S1 (3,4-dihydro-2-hydroxymethyl-2H-(1,3)-thiazino[3,2-a]benzimidazole), [H-].[Na+] (sodium hydride), O (water), C(=CC(C)=C)Br (isoprenylbromide). Solvent: O1CCCC1 (tetrahydrofuran). Conditions: time 3 hour. The product is C(=CC(C)=C)OCC1CCN2C(=NC3=C2C=CC=C3)S1 (3,4-Dihydro-2-isoprenyloxymethyl-2H-(1,3)-thiazino[3,2-a]benzimidazole). Isolated yield 32.3%. RXN SMILES: [OH:1][CH2:2][CH:3]1[S:15][C:7]2=[N:8][C:9]3[CH:14]=[CH:13][CH:12]=[CH:11][C:10]=3[N:6]2[CH2:5][CH2:4]1.[H-].[Na+].[CH:18](Br)=[CH:19][C:20](=[CH2:22])[CH3:21].O>O1CCCC1>[CH:18]([O:1][CH2:2][CH:3]1[S:15][C:7]2=[N:8][C:9]3[CH:14]=[CH:13][CH:12]=[CH:11][C:10]=3[N:6]2[CH2:5][CH2:4]1)=[CH:19][C:20](=[CH2:21])[CH3:22] |f:1.2|. Reported procedure: To a solution of one gram of 3,4-dihydro-2-hydroxymethyl-2H-(1,3)-thiazino[3,2-a]benzimidazole in dry tetrahydrofuran (20 ml) was treated with 0.5 g of 50% sodium hydride containing mineral oil at 0° C. under stirring. The mixture was stirred for 1 hr, then one gram of isoprenylbromide was added, and the stirring was continued for three hours at room temperature. The reaction mixture was condensed under reduced pressure. The residue was added with water and then extracted with chloroform, and dr... Run in CN1CCCC1=O (NMP), Cl (hydrogen chloride), O1CCOCC1 (dioxan). Reaction conditions: time 1 hour. The reactants are ClC=1C=C(C(=C2C=C(NC12)C)C)F (7-Chloro-5-fluoro-2,4-dimethyl-1H-indole), ClC1=NSC2=C1C=CC=C2 (3-chloro-1,2-benzisothiazole). The product is S1N=C(C2=C1C=CC=C2)C2=C(NC1=C(C=C(C(=C21)C)F)Cl)C (3-(1,2-Benzisothiazol-3-yl)-7-chloro-5-fluoro-2,4-dimethyl-1H-indole). Procedure: A solution of the product from step b) (200 mg) and 3-chloro-1,2-benzisothiazole (171 mg) in NMP (2 ml) and 4M hydrogen chloride in dioxan (0.2 ml) was stirred at 140° C. overnight and then at 150° C. for 1 hour, and evaporated. The residue was taken up in ethyl acetate, washed with brine (3×), dried (MgSO4) and evaporated. The residue was purified by silica chromatography using 20% acetone in isohexane as eluent to give the title compound (219 mg). Reaction SMILES: [Cl:1][C:2]1[CH:3]=[C:4]([F:13])[C:5]([CH3:12])=[C:6]2[C:10]=1[NH:9][C:8]([CH3:11])=[CH:7]2.Cl[C:15]1[C:19]2[CH:20]=[CH:21][CH:22]=[CH:23][C:18]=2[S:17][N:16]=1>CN1C(=O)CCC1.Cl.O1CCOCC1>[S:17]1[C:18]2[CH:23]=[CH:22][CH:21]=[CH:20][C:19]=2[C:15]([C:7]2[C:6]3[C:10](=[C:2]([Cl:1])[CH:3]=[C:4]([F:13])[C:5]=3[CH3:12])[NH:9][C:8]=2[CH3:11])=[N:16]1. The reactants are CC1=C(N=C(O1)C1=CC=CC=C1)CCC(=O)C1=CC=C(C=CC=C2C(NC(O2)=O)=O)C=C1 (5-[4-[3-(5-methyl-2-phenyl-4-oxazolyl)propionyl]cinnamylidene]-2,4-oxazolidinedione). Reagents/catalysts: [C].[Pd] (palladium-carbon). Run in O1CCCC1 (tetrahydrofuran). Product: CC1=C(N=C(O1)C1=CC=CC=C1)CCC(=O)C1=CC=C(C=C1)CCCC1C(NC(O1)=O)=O (5-[3-[4-[3-(5-methyl-2-phenyl-4-oxazolyl)propionyl]phenyl]propyl]-2,4-oxazolidinedione). Yield: 56.3%. Reaction SMILES: [CH3:1][C:2]1[O:6][C:5]([C:7]2[CH:12]=[CH:11][CH:10]=[CH:9][CH:8]=2)=[N:4][C:3]=1[CH2:13][CH2:14][C:15]([C:17]1[CH:32]=[CH:31][C:20]([CH:21]=[CH:22][CH:23]=[C:24]2[O:28][C:27](=[O:29])[NH:26][C:25]2=[O:30])=[CH:19][CH:18]=1)=[O:16]>[C].[Pd].O1CCCC1>[CH3:1][C:2]1[O:6][C:5]([C:7]2[CH:12]=[CH:11][CH:10]=[CH:9][CH:8]=2)=[N:4][C:3]=1[CH2:13][CH2:14][C:15]([C:17]1[CH:32]=[CH:31][C:20]([CH2:21][CH2:22][CH2:23][CH:24]2[O:28][C:27](=[O:29])[NH:26][C:25]2=[O:30])=[CH:19][CH:18]=1)=[O:16] |f:1.2|. Reported procedure: A mixture of 5-[4-[3-(5-methyl-2-phenyl-4-oxazolyl)propionyl]cinnamylidene]-2,4-oxazolidinedione (1.02 g), palladium-carbon (5%, 0.5 g) and tetrahydrofuran (THF) (150 ml) was subjected to catalytic hydrogenation at 1 atm and room temperature. After the catalyst was filtered out, the filtrate was concentrated under reduced pressure. The residue was purified by silica gel column chromatography. From the fraction eluted with chloroform-methanol (100:3), 5-[3-[4-[3-(5-methyl-2-phenyl-4-oxazolyl)prop... The reactants are ClC1=C2CCCC(C2=CC(=C1Cl)OC)=O (5,6-Dichloro-7-methoxy-1-tetralone). The reagents and catalysts are [Pd] (palladium on carbon). Solvent: C(C)(=O)O (acetic acid). Yields the product ClC1=C2CCCCC2=CC(=C1Cl)OC (5,6-dichloro-7-methoxytetralin). Yield: 91.9%. RXN SMILES: [Cl:1][C:2]1[C:11]([Cl:12])=[C:10]([O:13][CH3:14])[CH:9]=[C:8]2[C:3]=1[CH2:4][CH2:5][CH2:6][C:7]2=O>C(O)(=O)C.[Pd]>[Cl:1][C:2]1[C:11]([Cl:12])=[C:10]([O:13][CH3:14])[CH:9]=[C:8]2[C:3]=1[CH2:4][CH2:5][CH2:6][CH2:7]2. Procedure details: 5,6-Dichloro-7-methoxy-1-tetralone (20 g., 0.08 mole) dissolved in acetic acid (300 ml.) is hydrogenated over 5% palladium on carbon (12 g.). The catalyst is removed and washed well with acetic acid. The combined acetic acid fractions are evaporated to dryness and the residue is crystallized from hexane to obtain 5,6-dichloro-7-methoxytetralin (17 g.), melting point 67°-68.5° C. Starting materials: O=Cc1cccc(Cl)c1Cl, O=c1cc(N2CCNCC2)nc[nH]1. Yields the product O=c1cc(N2CCN(Cc3cccc(Cl)c3Cl)CC2)nc[nH]1. Reaction SMILES: [Cl:14][c:15]1[c:16]([CH:17]=[O:18])[cH:19][cH:20][cH:21][c:22]1[Cl:23].[N:1]1([c:7]2[cH:8][c:9](=[O:13])[nH:10][cH:11][n:12]2)[CH2:2][CH2:3][NH:4][CH2:5][CH2:6]1>>[N:1]1([c:7]2[cH:8][c:9](=[O:13])[nH:10][cH:11][n:12]2)[CH2:2][CH2:3][N:4]([CH2:17][c:16]2[c:15]([Cl:14])[c:22]([Cl:23])[cH:21][cH:20][cH:19]2)[CH2:5][CH2:6]1. The reactants are O (water), ClCC1=CC=C(C=C1)CNC(C)=O (N-(4-chloromethylphenylmethyl)acetamide), N1=C(C=CC=C1)N1CCNCC1 (1-(2-pyridyl)piperazine), C([O-])([O-])=O.[K+].[K+] (potassium carbonate). Solvent: CN(C=O)C (dimethylformamide). The product is N1=C(C=CC=C1)N1CCN(CC1)CC1=CC=C(C=C1)CNC(C)=O (N-(4-((4-(Pyridin-2-yl)piperazin-1-yl)methyl)phenylmethyl)acetamide). Yield: 152.3%. Reaction SMILES: Cl[CH2:2][C:3]1[CH:8]=[CH:7][C:6]([CH2:9][NH:10][C:11](=[O:13])[CH3:12])=[CH:5][CH:4]=1.[N:14]1[CH:19]=[CH:18][CH:17]=[CH:16][C:15]=1[N:20]1[CH2:25][CH2:24][NH:23][CH2:22][CH2:21]1.C(=O)([O-])[O-].[K+].[K+].O>CN(C)C=O>[N:14]1[CH:19]=[CH:18][CH:17]=[CH:16][C:15]=1[N:20]1[CH2:21][CH2:22][N:23]([CH2:2][C:3]2[CH:8]=[CH:7][C:6]([CH2:9][NH:10][C:11](=[O:13])[CH3:12])=[CH:5][CH:4]=2)[CH2:24][CH2:25]1 |f:2.3.4|. Procedure details: A solution of N-(4-chloromethylphenylmethyl)acetamide (1.0 g), 1-(2-pyridyl)piperazine (1.4 g) and potassium carbonate (4.2 g) in dimethylformamide (20 ml) was stirred at 60-70° C. for 2.5 hr. The reaction mixture was poured into water and extracted with ethyl acetate. The extract was washed with saturated brine and dried over anhydrous sodium sulfate. The solvent was evaporated to give a brown oil. The obtained brown oil was purified by silica gel column chromatography (developing solvent; chlo... Reactants: C(C1=CC=CC=C1)N1C=NC(=C1)C1=NNC(=C1)C(=O)O (3-(1-benzyl-1H-imidazol-4-yl)-1H-pyrazole-5-carboxylic acid), N[C@H](CN1N=C(C=C1)C1=CC(=C(C#N)C=C1)Cl)C ((S)-4-(1-(2-aminopropyl)-1H-pyrazol-3-yl)-2-chlorobenzonitrile). Yields the product C(C1=CC=CC=C1)N1C=NC(=C1)C1=NNC(=C1)C(=O)N[C@H](CN1N=C(C=C1)C1=CC(=C(C=C1)C#N)Cl)C ((S)-3-(1-benzyl-1H-imidazol-4-yl)-N-(1-(3-(3-chloro-4-cyanophenyl)-1H-pyrazol-1-yl)propan-2-yl)-1H-pyrazole-5-carboxamide). The yield is 44.9%. Reaction SMILES: [CH2:1]([N:8]1[CH:12]=[C:11]([C:13]2[CH:17]=[C:16]([C:18]([OH:20])=O)[NH:15][N:14]=2)[N:10]=[CH:9]1)[C:2]1[CH:7]=[CH:6][CH:5]=[CH:4][CH:3]=1.[NH2:21][C@@H:22]([CH3:38])[CH2:23][N:24]1[CH:28]=[CH:27][C:26]([C:29]2[CH:36]=[CH:35][C:32]([C:33]#[N:34])=[C:31]([Cl:37])[CH:30]=2)=[N:25]1>>[CH2:1]([N:8]1[CH:12]=[C:11]([C:13]2[CH:17]=[C:16]([C:18]([NH:21][C@@H:22]([CH3:38])[CH2:23][N:24]3[CH:28]=[CH:27][C:26]([C:29]4[CH:36]=[CH:35][C:32]([C:33]#[N:34])=[C:31]([Cl:37])[CH:30]=4)=[N:25]3)=[O:20])[NH:15][N:14]=2)[N:10]=[CH:9]1)[C:2]1[CH:3]=[CH:4][CH:5]=[CH:6][CH:7]=1. Procedure details: The title compound was prepared using the method of Example 34(d) starting from 3-(1-benzyl-1H-imidazol-4-yl)-1H-pyrazole-5-carboxylic acid (0.268 g, 0.997 mmol) and (S)-4-(1-(2-aminopropyl)-1H-pyrazol-3-yl)-2-chlorobenzonitrile (0.2 g, 0.767 mmol). The product was purified with flash chromatography. Yield 44.9%. 1H-NMR (400 MHz; CDCl3): δ 1.23 (d, 3H), 4.27 (dd, 1H), 4.41 (dd, 1H), 4.53-4.63 (m, 1H), 5.26 (s, 2H), 6.61 (d, 1H), 6.76 (s, 1H), 7.00-7.05 (m, 2H), 7.28-7.36 (m, 5H), 7.49 (d, 1H), 7... Yields the product O=C(O)Cn1nnc(-c2nnc(N3CCC(Oc4ccccc4C(F)(F)F)CC3)s2)n1. RXN SMILES: [CH2:37]1[O:38][CH2:39][CH2:40][CH2:41]1.[CH3:42][OH:43].[ClH:36].[F:1][C:2]([c:3]1[c:4]([O:5][CH:6]2[CH2:7][CH2:8][N:9]([c:12]3[n:13][n:14][c:15](-[c:17]4[n:18][n:19][n:20]([CH2:22][C:23](=[O:24])[O:25][CH2:26][CH3:27])[n:21]4)[s:16]3)[CH2:10][CH2:11]2)[cH:28][cH:29][cH:30][cH:31]1)([F:32])[F:33].[Na+:35].[OH-:34]>>[F:1][C:2]([c:3]1[c:4]([O:5][CH:6]2[CH2:7][CH2:8][N:9]([c:12]3[n:13][n:14][c:15](-[c:17]4[n:18][n:19][n:20]([CH2:22][C:23](=[O:24])[OH:25])[n:21]4)[s:16]3)[CH2:10][CH2:11]2)[cH:28][cH:29][cH:30][cH:31]1)([F:32])[F:33]. Reactants: C1CCOC1, CO, Cl, CCOC(=O)Cn1nnc(-c2nnc(N3CCC(Oc4ccccc4C(F)(F)F)CC3)s2)n1, [Na+], [OH-].